From a dataset of the Open Reaction Database (ORD), a public repository of structured organic reaction records. describe an organic reaction: reactants, conditions, products, and yield Reactants: C(C1=CC=CC=C1)OC(=O)OC1(C(OCC2=C1C=C1C=3N=C4C(=C(C3CN1C2=O)CC[Si](CCCOC(C)=O)(C)C)C=CC=C4)=O)CC (Acetic acid 3-{[2-(4-benzyloxycarbonyloxy-4-ethyl-3,13-dioxo-3,4,12,13-tetrahydro-1H-2-oxa-6,12a-diaza-dibenzo[b,h]fluoren-11-yl)-ethyl]-dimethyl-silanyl}-propyl ester), [H][H] (hydrogen). Reagents/catalysts: [Pd] (palladium on carbon). The solvent is C(C)O (ethanol). Yields the product C(C)C1(C(OCC2=C1C=C1C=3N=C4C(=C(C3CN1C2=O)CC[Si](CCCOC(C)=O)(C)C)C=CC=C4)=O)O (Acetic acid 3-{[2-(4-ethyl-4-hydroxy-3,13-dioxo-3,4,12,13-tetrahydro-1H-2-oxa-6,12a-diaza-dibenzo[b,h]fluoren-11-yl)-ethyl]-dimethyl-silanyl}-propyl ester). Reaction SMILES: C(OC([O:11][C:12]1([CH2:47][CH3:48])[C:17]2[CH:18]=[C:19]3[N:27]([C:28](=[O:29])[C:16]=2[CH2:15][O:14][C:13]1=[O:46])[CH2:26][C:25]1[C:24]([CH2:30][CH2:31][Si:32]([CH3:41])([CH3:40])[CH2:33][CH2:34][CH2:35][O:36][C:37](=[O:39])[CH3:38])=[C:23]2[CH:42]=[CH:43][CH:44]=[CH:45][C:22]2=[N:21][C:20]3=1)=O)C1C=CC=CC=1.[H][H]>[Pd].C(O)C>[CH2:47]([C:12]1([OH:11])[C:17]2[CH:18]=[C:19]3[N:27]([C:28](=[O:29])[C:16]=2[CH2:15][O:14][C:13]1=[O:46])[CH2:26][C:25]1[C:24]([CH2:30][CH2:31][Si:32]([CH3:40])([CH3:41])[CH2:33][CH2:34][CH2:35][O:36][C:37](=[O:39])[CH3:38])=[C:23]2[CH:42]=[CH:43][CH:44]=[CH:45][C:22]2=[N:21][C:20]3=1)[CH3:48]. Procedure: A mixture of Compound 59 (180 mg, 0.27 mmol), 10% palladium on carbon (36 mg, 20%) in 6 mL of ethanol was hydrogenated for 18 hours at a balloon pressure of hydrogen at 21° C. The catalyst was removed by filtration over celite and the filtrate was evaporated to give a crude product, which was chromatographed to give the desired product. The reactants are CCN=C=NCCCN(C)C, ClCCl, Cl, Nc1ccc(N2CCOCC2)nc1, On1nnc2ccccc21, O=C(O)c1nc(-c2ccccc2)oc1C(F)(F)F. Product: O=C(Nc1ccc(N2CCOCC2)nc1)c1nc(-c2ccccc2)oc1C(F)(F)F. RXN SMILES: [CH2:43]([N:44]=[C:45]=[N:46][CH2:47][CH2:48][CH2:49][N:50]([CH3:51])[CH3:52])[CH3:53].[Cl:54][CH2:55][Cl:56].[ClH:42].[O:19]1[CH2:20][CH2:21][N:22]([c:25]2[cH:26][cH:27][c:28]([NH2:31])[cH:29][n:30]2)[CH2:23][CH2:24]1.[OH:32][n:33]1[c:34]2[cH:35][cH:36][cH:37][cH:38][c:39]2[n:40][n:41]1.[c:1]1(-[c:7]2[o:8][c:9]([C:15]([F:16])([F:17])[F:18])[c:10]([C:12](=[O:13])[OH:14])[n:11]2)[cH:2][cH:3][cH:4][cH:5][cH:6]1>>[c:1]1(-[c:7]2[o:8][c:9]([C:15]([F:16])([F:17])[F:18])[c:10]([C:12](=[O:14])[NH:31][c:28]3[cH:27][cH:26][c:25]([N:22]4[CH2:21][CH2:20][O:19][CH2:24][CH2:23]4)[n:30][cH:29]3)[n:11]2)[cH:2][cH:3][cH:4][cH:5][cH:6]1. The reactants are C(C1=CC=CC=C1)=O (Benzaldehyde), [BH-](OC(=O)C)(OC(=O)C)OC(=O)C.[Na+] (NaBH(OAc)3), Cl.COC(\C=C\C=1C=C2C(CC3(CNCCC3)OC2=CC1)=O)=O ((−)-(E)-3-[4-Oxo-spiro(chromane-2,3′-piperidine)-6-yl]-acrylic acid methyl ester hydrochloride), TEA, CC(=O)O (AcOH). The solvent is C(Cl)Cl (DCM). Conditions: time 3 hour. Yields the product COC(\C=C\C=1C=C2C(CC3(CN(CCC3)CC3=CC=CC=C3)OC2=CC1)=O)=O ((−)-(E)-3-[1′-benzyl-4-oxo-spiro(chromane-2,3′-piperidine)-6-yl]-acrylic acid methyl ester). The yield is 93.8%. As a reaction SMILES: Cl.[CH3:2][O:3][C:4](=[O:23])/[CH:5]=[CH:6]/[C:7]1[CH:8]=[C:9]2[C:19](=[CH:20][CH:21]=1)[O:18][C:12]1([CH2:17][CH2:16][CH2:15][NH:14][CH2:13]1)[CH2:11][C:10]2=[O:22].CC(O)=O.[CH:28](=O)[C:29]1[CH:34]=[CH:33][CH:32]=[CH:31][CH:30]=1.[BH-](OC(C)=O)(OC(C)=O)OC(C)=O.[Na+]>C(Cl)Cl>[CH3:2][O:3][C:4](=[O:23])/[CH:5]=[CH:6]/[C:7]1[CH:8]=[C:9]2[C:19](=[CH:20][CH:21]=1)[O:18][C:12]1([CH2:17][CH2:16][CH2:15][N:14]([CH2:28][C:29]3[CH:34]=[CH:33][CH:32]=[CH:31][CH:30]=3)[CH2:13]1)[CH2:11][C:10]2=[O:22] |f:0.1,4.5|. Procedure details: (−)-(E)-3-[4-Oxo-spiro(chromane-2,3′-piperidine)-6-yl]-acrylic acid methyl ester hydrochloride (505 mg, 1.49 mmol) was suspended in DCM (50 ml). TEA (0.208 ml, 1.49 mmol) was added and the pH was adjusted to 5 with AcOH. Benzaldehyde (190 mg, 1.794 mmol) and NaBH(OAc)3 (475 mg, 2.24 mmol) were added and the mixture was stirred at RT for 3 h. The resulting solution was washed with 5% NaHCO3 and brine, then dried over Na2SO4 and evaporated to dryness. The crude product was purified by column chrom... The reactants are O1CC(CC1)CN1CCC(CC1)=O (1-(3-tetrahydrofuranylmethyl)-4-piperidone), Cl.NO (hydroxylamine hydrochloride). The product is O1CC(CC1)CN1CCC(CC1)=NO.O1CC(CC1)CN1CCC(CC1)=NO (1-(3-Tetrahydrofuranylmethyl)-4-piperidone Oxime 1-(3-Tetrahydrofuranylmethyl)-4-piperidone oxime). As a reaction SMILES: [O:1]1[CH2:5][CH2:4][CH:3]([CH2:6][N:7]2[CH2:12][CH2:11][C:10](=O)[CH2:9][CH2:8]2)[CH2:2]1.Cl.[NH2:15][OH:16]>>[O:1]1[CH2:5][CH2:4][CH:3]([CH2:6][N:7]2[CH2:12][CH2:11][C:10](=[N:15][OH:16])[CH2:9][CH2:8]2)[CH2:2]1.[O:1]1[CH2:5][CH2:4][CH:3]([CH2:6][N:7]2[CH2:12][CH2:11][C:10](=[N:15][OH:16])[CH2:9][CH2:8]2)[CH2:2]1 |f:1.2,3.4|. Procedure: 1-(3-Tetrahydrofuranylmethyl)-4-piperidone Oxime 1-(3-Tetrahydrofuranylmethyl)-4-piperidone oxime is prepared from 1-(3-tetrahydrofuranylmethyl)-4-piperidone and hydroxylamine hydrochloride essentially as described above in Example 38, Scheme C, step b. Starting materials: C(C)(C)(C)OC(=O)N1CCC2=C(N(N=C2CC1)C1CCCC1)OS(=O)(=O)C(F)(F)F (2-cyclopentyl-3-trifluoromethanesulfonyloxy-4,5,7,8-tetrahydro-2H-1,2,6-triaza-azulene-6-carboxylic acid tert-butyl ester), FC1=CC=C(C=C1)B(O)O (4-fluorophenylboronic acid). Procedure: The title compound (113 mg) was prepared as in Example 177, Steps C and D, using 200 mg of 2-cyclopentyl-3-trifluoromethanesulfonyloxy-4,5,7,8-tetrahydro-2H-1,2,6-triaza-azulene-6-carboxylic acid tert-butyl ester (Example 180, Step A) and 185 mg of 4-fluorophenylboronic acid. MS (ESI): exact mass calculated for C18H22FN3, 299.18. found, m/z 300.5 [M+H]+. 1H NMR (500 MHz, CDCl3): 7.45-7.39 (m, 2H), 7.35-7.29 (m, 2H), 4.53 (m, 1H), 3.48-3.42 (m, 2H), 3.36-3.28 (m, 2H), 3.28-3.23 (m, 2H), 2.84-2.78... RXN SMILES: C(OC([N:8]1[CH2:17][CH2:16][C:15]2[C:11](=[C:12](OS(C(F)(F)F)(=O)=O)[N:13]([CH:18]3[CH2:22][CH2:21][CH2:20][CH2:19]3)[N:14]=2)[CH2:10][CH2:9]1)=O)(C)(C)C.[F:31][C:32]1[CH:37]=[CH:36][C:35](B(O)O)=[CH:34][CH:33]=1>>[CH:18]1([N:13]2[C:12]([C:35]3[CH:36]=[CH:37][C:32]([F:31])=[CH:33][CH:34]=3)=[C:11]3[C:15]([CH2:16][CH2:17][NH:8][CH2:9][CH2:10]3)=[N:14]2)[CH2:19][CH2:20][CH2:21][CH2:22]1. Yields the product C1(CCCC1)N1N=C2CCNCCC2=C1C1=CC=C(C=C1)F (2-Cyclopentyl-3-(4-fluoro-phenyl)-2,4,5,6,7,8-hexahydro-1,2,6-triaza-azulene). The yield is 85.6%. Reactants: C(C)OCC (diethyl ether), CS(=O)(=O)NC(=O)C1=CC(=CC=C1)[N+](=O)[O-] (1-(methylsulphonylaminocarbonyl)-3-nitrobenzene). The reagents and catalysts are [Pd] (palladium on carbon). Run in O (water), C(C)O (ethanol). Yields the product CS(=O)(=O)NC(=O)C1=CC(=CC=C1)N (1-(Methylsulphonylaminocarbonyl)-3-aminobenzene). Isolated yield 84.6%. Reaction SMILES: [CH3:1][S:2]([NH:5][C:6]([C:8]1[CH:13]=[CH:12][CH:11]=[C:10]([N+:14]([O-])=O)[CH:9]=1)=[O:7])(=[O:4])=[O:3].C(OCC)C>[Pd].O.C(O)C>[CH3:1][S:2]([NH:5][C:6]([C:8]1[CH:13]=[CH:12][CH:11]=[C:10]([NH2:14])[CH:9]=1)=[O:7])(=[O:4])=[O:3]. Procedure: In the same way as that described in Example 11, Step 2, using 1-(methylsulphonylaminocarbonyl)-3-nitrobenzene (4 g, 16 mmol), 10% palladium on carbon (0.5 g, 12.5% (w/w)) in water (5 ml) and ethanol (100 ml), the title compound (2.9 g, 83%) was afforded as a tan powder after trituration with diethyl ether. mp 153°-155° C. 1H NMR (360 MHz, D6 -DMSO) δ 3.3 (3H, s), 6.79 (1H, d, J=7.7 Hz), 7.05 (1H, d, J=7.7 Hz), 7.08 (1H, d, J=1.9 Hz), 7.13 (1H, dd, J=7.7 and 7.7 Hz). Reported procedure: In analogy to the procedures described in examples 36a) and 36b), rac-2-ethoxy-3-(2-methyl-1H-indol-5-yl)-propionic acid ethyl ester (preparation 5) was reacted with 4-chloromethyl-2-(4-isopropyl-phenyl)-5-methyl-oxazole to give rac-2-ethoxy-3-{1-[2-(4-isopropyl-phenyl)-5-methyl-oxazol-4-ylmethyl]-2-methyl-1H-indol-5-yl}-propionic acid ethyl ester, which was subsequently saponified to yield the title compound as colorless oil. Starting materials: 36b, C(C)OC(C(CC=1C=C2C=C(NC2=CC1)C)OCC)=O (rac-2-ethoxy-3-(2-methyl-1H-indol-5-yl)-propionic acid ethyl ester), ClCC=1N=C(OC1C)C1=CC=C(C=C1)C(C)C (4-chloromethyl-2-(4-isopropyl-phenyl)-5-methyl-oxazole). Yields the product C(C)OC(C(CC=1C=C2C=C(N(C2=CC1)CC=1N=C(OC1C)C1=CC=C(C=C1)C(C)C)C)OCC)=O (rac-2-ethoxy-3-{1-[2-(4-isopropyl-phenyl)-5-methyl-oxazol-4-ylmethyl]-2-methyl-1H-indol-5-yl}-propionic acid ethyl ester). Reaction SMILES: [CH2:1]([O:3][C:4](=[O:20])[CH:5]([O:17][CH2:18][CH3:19])[CH2:6][C:7]1[CH:8]=[C:9]2[C:13](=[CH:14][CH:15]=1)[NH:12][C:11]([CH3:16])=[CH:10]2)[CH3:2].Cl[CH2:22][C:23]1[N:24]=[C:25]([C:29]2[CH:34]=[CH:33][C:32]([CH:35]([CH3:37])[CH3:36])=[CH:31][CH:30]=2)[O:26][C:27]=1[CH3:28]>>[CH2:1]([O:3][C:4](=[O:20])[CH:5]([O:17][CH2:18][CH3:19])[CH2:6][C:7]1[CH:8]=[C:9]2[C:13](=[CH:14][CH:15]=1)[N:12]([CH2:22][C:23]1[N:24]=[C:25]([C:29]3[CH:30]=[CH:31][C:32]([CH:35]([CH3:37])[CH3:36])=[CH:33][CH:34]=3)[O:26][C:27]=1[CH3:28])[C:11]([CH3:16])=[CH:10]2)[CH3:2].